This data is from the Open Reaction Database (ORD), a public repository of structured organic reaction records. The task is: describe an organic reaction: reactants, conditions, products, and yield Reactants: FC1=C(C=CC=C1)N1N=C(C=C1I)N (1-(2-fluorophenyl)-5-iodo-1H-pyrazol-3-ylamine), FC=1C=C(C=C(C1)CO[C@@H](C(F)(F)F)C)B1OC(C(O1)(C)C)(C)C (2-[3-fluoro-5-((R)-2,2,2-trifluoro-1-methylethoxymethyl)-phenyl]-4,4,5,5-tetramethyl-[1,3,2]dioxaborolane), C1(CCCCC1)P(C1CCCCC1)C1CCCCC1 (tricyclohexylphosphine), aqueous solution, C([O-])([O-])=O.[K+].[K+] (potassium carbonate). Reagents/catalysts: C(C)(=O)[O-].[Pd+2].C(C)(=O)[O-] (palladium (II) acetate). Solvent: O1CCOCC1 (1,4-dioxane). Reaction conditions: temperature 105 celsius, time 4 hour. The product is FC1=C(C=CC=C1)N1N=C(C=C1C1=CC(=CC(=C1)CO[C@@H](C(F)(F)F)C)F)N (1-(2-Fluorophenyl)-5-[3-fluoro-5-((R)-2,2,2-trifluoro-1-methylethoxymethyl)phenyl]-1H-pyrazol-3-ylamine). As a reaction SMILES: [F:1][C:2]1[CH:7]=[CH:6][CH:5]=[CH:4][C:3]=1[N:8]1[C:12](I)=[CH:11][C:10]([NH2:14])=[N:9]1.[F:15][C:16]1[CH:17]=[C:18](B2OC(C)(C)C(C)(C)O2)[CH:19]=[C:20]([CH2:22][O:23][C@H:24]([CH3:29])[C:25]([F:28])([F:27])[F:26])[CH:21]=1.C1(P(C2CCCCC2)C2CCCCC2)CCCCC1.C(=O)([O-])[O-].[K+].[K+]>O1CCOCC1.C([O-])(=O)C.[Pd+2].C([O-])(=O)C>[F:1][C:2]1[CH:7]=[CH:6][CH:5]=[CH:4][C:3]=1[N:8]1[C:12]([C:18]2[CH:19]=[C:20]([CH2:22][O:23][C@H:24]([CH3:29])[C:25]([F:28])([F:27])[F:26])[CH:21]=[C:16]([F:15])[CH:17]=2)=[CH:11][C:10]([NH2:14])=[N:9]1 |f:3.4.5,7.8.9|. Reported procedure: To a solution of 1-(2-fluorophenyl)-5-iodo-1H-pyrazol-3-ylamine (38 mg) in 1,4-dioxane (0.4 ml) were sequentially added 2-[3-fluoro-5-((R)-2,2,2-trifluoro-1-methylethoxymethyl)-phenyl]-4,4,5,5-tetramethyl-[1,3,2]dioxaborolane (52 mg) prepared according to the same procedures as Preparation 15, palladium (II) acetate (3 mg), tricyclohexylphosphine (7 mg), 2M aqueous solution of potassium carbonate (0.2 ml) at room temperature, and the mixture was stirred at 105° C. for 4 hours. After removing the... The product is CCOC(=O)COc1c(C(=O)OC)sc(-c2cccc(NCc3cccc(NC(C)=O)c3)c2)c1Br. As a reaction SMILES: [CH3:1][O:2][C:3](=[O:4])[c:5]1[s:6][c:7](-[c:18]2[cH:19][c:20]([NH:24][CH2:25][c:26]3[cH:27][c:28]([NH2:32])[cH:29][cH:30][cH:31]3)[cH:21][cH:22][cH:23]2)[c:8]([Br:17])[c:9]1[O:10][CH2:11][C:12](=[O:13])[O:14][CH2:15][CH3:16].[CH3:33][C:34]([Cl:35])=[O:36].[ClH:37].[cH:38]1[cH:39][cH:40][n:41][cH:42][cH:43]1>>[CH3:1][O:2][C:3](=[O:4])[c:5]1[s:6][c:7](-[c:18]2[cH:19][c:20]([NH:24][CH2:25][c:26]3[cH:27][c:28]([NH:32][C:34]([CH3:33])=[O:36])[cH:29][cH:30][cH:31]3)[cH:21][cH:22][cH:23]2)[c:8]([Br:17])[c:9]1[O:10][CH2:11][C:12](=[O:13])[O:14][CH2:15][CH3:16]. The reactants are CCOC(=O)COc1c(C(=O)OC)sc(-c2cccc(NCc3cccc(N)c3)c2)c1Br, CC(=O)Cl, Cl, c1ccncc1.